Dataset: the Open Reaction Database (ORD), a public repository of structured organic reaction records. Task: describe an organic reaction: reactants, conditions, products, and yield Reactants: N1C(CCCC1)C(=O)C1=CC=C(C=C1)NC(=O)C=1CCOC2=C(C1)C=C(C=C2)C2=CC=C(C=C2)C (N-(4(piperidin-2-ylcarbonyl)-phenyl)-7-(4-methylphenyl)-2,3-dihydro-1-benzoxepine-4-carboxamide), CI (methyl iodide), C(C)(C)N(CC)C(C)C (diisopropyl-ethylamine). Solvent: ClCCl (dichloromethane). The product is CN1C(CCCC1)C(=O)C1=CC=C(C=C1)NC(=O)C=1CCOC2=C(C1)C=C(C=C2)C2=CC=C(C=C2)C (N-(4-(1-methylpiperidin-2-ylcarbonyl)-phenyl)-7-(4-methylphenyl)-2,3-dihydro-1-benzoxepine-4-carboxamide). RXN SMILES: [NH:1]1[CH2:6][CH2:5][CH2:4][CH2:3][CH:2]1[C:7]([C:9]1[CH:14]=[CH:13][C:12]([NH:15][C:16]([C:18]2[CH2:19][CH2:20][O:21][C:22]3[CH:28]=[CH:27][C:26]([C:29]4[CH:34]=[CH:33][C:32]([CH3:35])=[CH:31][CH:30]=4)=[CH:25][C:23]=3[CH:24]=2)=[O:17])=[CH:11][CH:10]=1)=[O:8].CI.[CH:38](N(C(C)C)CC)(C)C>ClCCl>[CH3:38][N:1]1[CH2:6][CH2:5][CH2:4][CH2:3][CH:2]1[C:7]([C:9]1[CH:10]=[CH:11][C:12]([NH:15][C:16]([C:18]2[CH2:19][CH2:20][O:21][C:22]3[CH:28]=[CH:27][C:26]([C:29]4[CH:30]=[CH:31][C:32]([CH3:35])=[CH:33][CH:34]=4)=[CH:25][C:23]=3[CH:24]=2)=[O:17])=[CH:13][CH:14]=1)=[O:8]. Procedure details: In dichloromethane (35ml) was dissolved N-(4(piperidin-2-ylcarbonyl)-phenyl)-7-(4-methylphenyl)-2,3-dihydro-1-benzoxepine-4-carboxamide (0.3g), and to the solution were added methyl iodide (0.08ml) and diisopropyl-ethylamine (0.17ml). The mixture was stirred at room temperature over night. The solvent was evaporated, and to the residue was added water. The mixture was extracted with ethyl acetate. The organic layer was washed with water and saturated sodium chloride solution, and dried with anhy... The reactants are [I-], I, [K+], [NH4+], O, CC(=O)c1ccc(O)cc1. Yields the product CC(=O)c1ccc(O)c(I)c1. Reaction SMILES: [I-:13].[I:11].[K+:12].[NH4+:14].[OH2:15].[OH:1][c:2]1[cH:3][cH:4][c:5]([C:8]([CH3:9])=[O:10])[cH:6][cH:7]1>>[OH:1][c:2]1[c:3]([I:13])[cH:4][c:5]([C:8]([CH3:9])=[O:10])[cH:6][cH:7]1. The reactants are Cl.C(C)NC([C@H]1N(CCC1)C([C@@H](NC([C@@H](N)CC(C)C)=O)CCCNC(N)=N)=O)=O (L-Leucyl-L-arginyl-L-proline N-ethylamide hydrochloride), C1(CCCCC1)N=C=NC1CCCCC1 (dicyclohexylcarbodiimide), C(C1=CC=CC=C1)OC(=O)N[C@H](CC1=CC=CC=C1)C(=O)O (Nα -benzyloxycarbonyl-D-phenylalanine), ON1N=NC2=C1C=CC=C2 (1-hydroxybenztriazole). Solvent: CN(C=O)C (dimethylformamide). Reaction conditions: temperature 23 celsius, time 3 day. Yields the product Cl.C(C)NC([C@H]1N(CCC1)C([C@@H](NC([C@@H](NC([C@H](NC(=O)OCC1=CC=CC=C1)CC1=CC=CC=C1)=O)CC(C)C)=O)CCCNC(N)=N)=O)=O (Nα -Benzyloxycarbonyl-D-phenylalanyl-L-leucyl-L-arginyl-L-proline N-ethylamide hydrochloride). RXN SMILES: [ClH:1].[CH2:2]([NH:4][C:5](=[O:30])[C@@H:6]1[CH2:10][CH2:9][CH2:8][N:7]1[C:11](=[O:29])[C@H:12]([CH2:22][CH2:23][CH2:24][NH:25][C:26](=[NH:28])[NH2:27])[NH:13][C:14](=[O:21])[C@H:15]([CH2:17][CH:18]([CH3:20])[CH3:19])[NH2:16])[CH3:3].[CH2:31]([O:38][C:39]([NH:41][C@@H:42]([C:50](O)=[O:51])[CH2:43][C:44]1[CH:49]=[CH:48][CH:47]=[CH:46][CH:45]=1)=[O:40])[C:32]1[CH:37]=[CH:36][CH:35]=[CH:34][CH:33]=1.ON1C2C=CC=CC=2N=N1.C1(N=C=NC2CCCCC2)CCCCC1>CN(C)C=O>[ClH:1].[CH2:2]([NH:4][C:5](=[O:30])[C@@H:6]1[CH2:10][CH2:9][CH2:8][N:7]1[C:11](=[O:29])[C@H:12]([CH2:22][CH2:23][CH2:24][NH:25][C:26](=[NH:27])[NH2:28])[NH:13][C:14](=[O:21])[C@H:15]([CH2:17][CH:18]([CH3:19])[CH3:20])[NH:16][C:50](=[O:51])[C@@H:42]([CH2:43][C:44]1[CH:45]=[CH:46][CH:47]=[CH:48][CH:49]=1)[NH:41][C:39]([O:38][CH2:31][C:32]1[CH:37]=[CH:36][CH:35]=[CH:34][CH:33]=1)=[O:40])[CH3:3] |f:0.1,6.7|. Procedure: A mixture of the above product g), 900 mg. of Nα -benzyloxycarbonyl-D-phenylalanine [cf. Yajima and Kubo, J. Am. Chem. Soc., 87, 2039 (1965)] and 400 mg. of 1-hydroxybenztriazole is dissolved in 40 ml. of dimethylformamide and then cooled and treated with 700 mg. of dicyclohexylcarbodiimide. The reaction is stirred at 23° C. for three days, filtered and the filtrate evaporated at 50° C. and under reduced pressure. The residue is obtained solid by repeated precipitation from methanol by ether and... Reactants: BrC1=NN(C2=CC=C(C=C12)[N+](=O)[O-])C(C1=CC=CC=C1)(C1=CC=CC=C1)C1=CC=CC=C1 (3-Bromo-5-nitro-1-trityl-1H-indazole), C([O-])([O-])=O.[Na+].[Na+] (sodium carbonate), N1=CC=C(C=C1)B(O)O (pyridin-4-ylboronic acid). Reagents/catalysts: [Pd].C1(=CC=CC=C1)P(C1=CC=CC=C1)C1=CC=CC=C1.C1(=CC=CC=C1)P(C1=CC=CC=C1)C1=CC=CC=C1.C1(=CC=CC=C1)P(C1=CC=CC=C1)C1=CC=CC=C1.C1(=CC=CC=C1)P(C1=CC=CC=C1)C1=CC=CC=C1 (tetrakis(triphenylphosphine)-palladium). The solvent is O1CCOCC1 (dioxane). Reaction conditions: temperature 80 celsius. Product: [N+](=O)([O-])C=1C=C2C(=NN(C2=CC1)C(C1=CC=CC=C1)(C1=CC=CC=C1)C1=CC=CC=C1)C1=CC=NC=C1 (5-Nitro-3-(pyridin-4-yl)-1-trityl-1H-indazole). The yield is 92.8%. RXN SMILES: Br[C:2]1[C:10]2[C:5](=[CH:6][CH:7]=[C:8]([N+:11]([O-:13])=[O:12])[CH:9]=2)[N:4]([C:14]([C:27]2[CH:32]=[CH:31][CH:30]=[CH:29][CH:28]=2)([C:21]2[CH:26]=[CH:25][CH:24]=[CH:23][CH:22]=2)[C:15]2[CH:20]=[CH:19][CH:18]=[CH:17][CH:16]=2)[N:3]=1.[N:33]1[CH:38]=[CH:37][C:36](B(O)O)=[CH:35][CH:34]=1.C(=O)([O-])[O-].[Na+].[Na+]>[Pd].C1(P(C2C=CC=CC=2)C2C=CC=CC=2)C=CC=CC=1.C1(P(C2C=CC=CC=2)C2C=CC=CC=2)C=CC=CC=1.C1(P(C2C=CC=CC=2)C2C=CC=CC=2)C=CC=CC=1.C1(P(C2C=CC=CC=2)C2C=CC=CC=2)C=CC=CC=1.O1CCOCC1>[N+:11]([C:8]1[CH:9]=[C:10]2[C:5](=[CH:6][CH:7]=1)[N:4]([C:14]([C:27]1[CH:32]=[CH:31][CH:30]=[CH:29][CH:28]=1)([C:21]1[CH:22]=[CH:23][CH:24]=[CH:25][CH:26]=1)[C:15]1[CH:20]=[CH:19][CH:18]=[CH:17][CH:16]=1)[N:3]=[C:2]2[C:36]1[CH:37]=[CH:38][N:33]=[CH:34][CH:35]=1)([O-:13])=[O:12] |f:2.3.4,5.6.7.8.9|. Procedure details: 3-Bromo-5-nitro-1-trityl-1H-indazole (1 g, 0.002 mol) was added to a vial containing pyridin-4-ylboronic acid (0.279 g, 0.00227 mol) and tetrakis(triphenylphosphine)-palladium (0.1155 g, 0.0001 mol). After purging the vial with nitrogen gas, dioxane (6 L) and 2M sodium carbonate (0.006 mol) was added to the vial respectively. The reaction mixture was stirred and was heated to 80° C. for 16 h. Upon completion, the mixture was concentrated under vacuo. Water (3 mL) was added and was extracted usin... Starting materials: NC[C@@H](COC1=CC=CC=2NC(NC21)=O)O (4-((2S)-3-amino-2-hydroxy-propoxy)-1,3-dihydro-benzoimidazol-2-one), FC=1C=C(C=C2C(NC(S2)=O)=O)C=CC1N1CCC(CC1)=O (5-[3-Fluoro-4-(4-oxo-piperidine-1-yl)-benzylidene]-thiazolidine-2,4-dione). Product: FC=1C=C(C=C2C(NC(S2)=O)=O)C=CC1N1CCC(CC1)NC[C@@H](COC1=CC=CC=2NC(NC21)=O)O (5-(3-Fluoro-4-{4-[(2S)-2-hydroxy-3-(2-oxo-2,3-dihydro-1H-benzoimidazol-4-yloxy)-propylamino]-piperidine-1-yl}-benzylidene)-thiazolidine-2,4-dione). RXN SMILES: [NH2:1][CH2:2][C@H:3]([OH:16])[CH2:4][O:5][C:6]1[C:14]2[NH:13][C:12](=[O:15])[NH:11][C:10]=2[CH:9]=[CH:8][CH:7]=1.[F:17][C:18]1[CH:19]=[C:20]([CH:29]=[CH:30][C:31]=1[N:32]1[CH2:37][CH2:36][C:35](=O)[CH2:34][CH2:33]1)[CH:21]=[C:22]1[S:26][C:25](=[O:27])[NH:24][C:23]1=[O:28]>>[F:17][C:18]1[CH:19]=[C:20]([CH:29]=[CH:30][C:31]=1[N:32]1[CH2:37][CH2:36][CH:35]([NH:1][CH2:2][C@H:3]([OH:16])[CH2:4][O:5][C:6]2[C:14]3[NH:13][C:12](=[O:15])[NH:11][C:10]=3[CH:9]=[CH:8][CH:7]=2)[CH2:34][CH2:33]1)[CH:21]=[C:22]1[S:26][C:25](=[O:27])[NH:24][C:23]1=[O:28]. Procedure: The title compound was prepared from 4-((2S)-3-amino-2-hydroxy-propoxy)-1,3-dihydro-benzoimidazol-2-one (U.S. Pat. No. 5,786,356/1998) and 5-[3-fluoro-4-(4-oxo-piperidine-1-yl)-benzylidene]-thiazolidine-2,4-dione (which was obtained in Example 62) according to the procedure of Example 63 as an olive green solid; mp 162-164° C.; 1H NMR (300 MHz, DMSO-d6) δ 1.66-1.74 (m, 2H), 2.07-2.17 (m, 2H), 2.74-2.83 (m, 2H), 3.12-3.15 (m, 2H), 3.43-3.48 (m, 1H), 3.52-3.56 (m, 2H), 3.98-4.11 (m, 1H), 5.63 (brs... The product is Cc1cccc(C(=O)Cl)c1C. Reaction SMILES: [CH3:1][c:2]1[c:3]([C:4](=[O:5])[OH:6])[cH:7][cH:8][cH:9][c:10]1[CH3:11].[S:12]([Cl:13])([Cl:14])=[O:15].[cH:16]1[cH:17][cH:18][cH:19][cH:20][cH:21]1>>[CH3:1][c:2]1[c:3]([C:4](=[O:5])[Cl:14])[cH:7][cH:8][cH:9][c:10]1[CH3:11]. The reactants are Cc1cccc(C(=O)O)c1C, O=S(Cl)Cl, c1ccccc1. Starting materials: F[B-](F)(F)F, C[O+](C)C, ClCCCl, O=c1[nH]ccc2c1C(c1cccc([N+](=O)[O-])c1)N=C(c1ccccc1)N2. Product: COc1nccc2c1C(c1cccc([N+](=O)[O-])c1)N=C(c1ccccc1)N2. As a reaction SMILES: [B-:27]([F:28])([F:29])([F:30])[F:31].[CH3:32][O+:33]([CH3:34])[CH3:35].[Cl:36][CH2:37][CH2:38][Cl:39].[N+:1](=[O:2])([O-:3])[c:4]1[cH:5][c:6]([CH:10]2[c:11]3[c:12]([cH:22][cH:23][nH:24][c:25]3=[O:26])[NH:13][C:14]([c:16]3[cH:17][cH:18][cH:19][cH:20][cH:21]3)=[N:15]2)[cH:7][cH:8][cH:9]1>>[N+:1](=[O:2])([O-:3])[c:4]1[cH:5][c:6]([CH:10]2[c:11]3[c:12]([cH:22][cH:23][n:24][c:25]3[O:26][CH3:32])[NH:13][C:14]([c:16]3[cH:17][cH:18][cH:19][cH:20][cH:21]3)=[N:15]2)[cH:7][cH:8][cH:9]1. RXN SMILES: O=C(N(C1C=CC=CC=1)C1CCCCN1[CH2:12][CH2:13][C:14]([O:16]C(C)(C)C)=[O:15])CC.[F:27][C:28]([F:33])([F:32])[C:29]([OH:31])=[O:30]>>[C:14]([OH:16])(=[O:15])[CH2:13][CH3:12].[F:27][C:28]([F:33])([F:32])[C:29]([O-:31])=[O:30]. Yields the product C(CC)(=O)O (propanoic acid), FC(C(=O)[O-])(F)F (trifluoroacetate). Conditions: time 1 hour. The reactants are O=C(CC)N(C1N(CCCC1)CCC(=O)OC(C)(C)C)C1=CC=CC=C1 (2-[(1-oxopropyl)phenylamino]-1-piperidine propanoic acid, t-butyl ester), FC(C(=O)O)(F)F (trifluoroacetic acid). Procedure: A solution of 4-[(1-oxopropy])phenylamino]-piperidine (500 mg, 2.15 mmol) and t-butyl acrylate (0.37 ml, 2.58 mmol), in acetonitrile (2.5 ml) is stirred at room temperature for 24 hours. The solution is concentrated and the residue is chromatographed on silica gel (EtOAc) to give 4-[2-[(1-oxopropyl)phenylamino]-1-piperidine propanoic acid, t-butyl ester as an oil: 605 mg, 78%. To the ester (309 mg, 0.857 mmol) is added trifluoroacetic acid (4 ml). The homogeneous reaction mixture is stirred at r...